From a dataset of the Open Reaction Database (ORD), a public repository of structured organic reaction records. describe an organic reaction: reactants, conditions, products, and yield Reactants: C1CCOC1, CCN(C(C)C)C(C)C, Cl, Cl, Cc1ccc(C(=O)NC(C)C)cc1-c1nc(S(C)=O)nc2c1CNC(=O)N2c1c(F)cccc1F, NCc1ncc[nH]1. Product: Cc1ccc(C(=O)NC(C)C)cc1-c1nc(NCc2ncc[nH]2)nc2c1CNC(=O)N2c1c(F)cccc1F. RXN SMILES: [CH2:54]1[O:55][CH2:56][CH2:57][CH2:58]1.[CH:45]([N:46]([CH2:47][CH3:48])[CH:49]([CH3:50])[CH3:51])([CH3:52])[CH3:53].[ClH:36].[ClH:37].[F:1][c:2]1[c:3]([N:9]2[C:10](=[O:35])[NH:11][CH2:12][c:13]3[c:14]2[n:15][c:16]([S:32]([CH3:33])=[O:34])[n:17][c:18]3-[c:19]2[cH:20][c:21]([C:22](=[O:23])[NH:24][CH:25]([CH3:26])[CH3:27])[cH:28][cH:29][c:30]2[CH3:31])[c:4]([F:8])[cH:5][cH:6][cH:7]1.[nH:38]1[c:39]([CH2:43][NH2:44])[n:40][cH:41][cH:42]1>>[F:1][c:2]1[c:3]([N:9]2[C:10](=[O:35])[NH:11][CH2:12][c:13]3[c:14]2[n:15][c:16]([NH:44][CH2:43][c:39]2[nH:38][cH:42][cH:41][n:40]2)[n:17][c:18]3-[c:19]2[cH:20][c:21]([C:22](=[O:23])[NH:24][CH:25]([CH3:26])[CH3:27])[cH:28][cH:29][c:30]2[CH3:31])[c:4]([F:8])[cH:5][cH:6][cH:7]1. The reactants are ClC1=CC=C(S1)C=O (5-chlorothiophene-2-carbaldehyde), C(C)OC(NC1=C(C=C(C=C1)N)[N+](=O)[O-])=O (4-amino-2-nitrophenylcarbamic acid ethyl ester), C(C)(=O)O[BH-](OC(C)=O)OC(C)=O.[Na+] (Sodium triacetoxyborohydride). Run in O (water). Run at temperature 40 celsius, time 3.5 hour. Product: C(C)OC(NC1=C(C=C(C=C1)NCC=1SC(=CC1)Cl)N)=O ({2-Amino-4-[(5-chloro-thiophen-2-ylmethyl)-amino]-phenyl}-carbamic acid ethyl ester). Reaction SMILES: [Cl:1][C:2]1[S:6][C:5]([CH:7]=O)=[CH:4][CH:3]=1.[CH2:9]([O:11][C:12](=[O:24])[NH:13][C:14]1[CH:19]=[CH:18][C:17]([NH2:20])=[CH:16][C:15]=1[N+:21]([O-])=O)[CH3:10].C(O[BH-](OC(=O)C)OC(=O)C)(=O)C.[Na+]>O>[CH2:9]([O:11][C:12](=[O:24])[NH:13][C:14]1[CH:19]=[CH:18][C:17]([NH:20][CH2:7][C:5]2[S:6][C:2]([Cl:1])=[CH:3][CH:4]=2)=[CH:16][C:15]=1[NH2:21])[CH3:10] |f:2.3|. Procedure: A solution of 5-chlorothiophene-2-carbaldehyde (240 μL, 111 μmol, 463 mM in 1,2-dichloroethane) was added to a solution of 4-amino-2-nitrophenylcarbamic acid ethyl ester (240 μL, 111 μmol, 463 mM in 1,2-dichloroethane). Sodium triacetoxyborohydride (118 mg, 555 μmol) was added, and the resulting mixture was stirred for 3.5 hours at 40° C. The mixture was allowed to cool to ambient temperature, and water (100 μL) was added. The mixture was filtered through silica gel (500 mg) and the column was w...